Dataset: the Open Reaction Database (ORD), a public repository of structured organic reaction records. Task: describe an organic reaction: reactants, conditions, products, and yield The reactants are CCOC(=O)c1ncc2c(c1O)c(-c1ccccc1)c(Br)n2-c1ccc(F)cc1, CCOC(C)=O, O=C[O-], [NH4+]. Yields the product CCOC(=O)c1ncc2c(c(-c3ccccc3)cn2-c2ccc(F)cc2)c1O. As a reaction SMILES: [CH2:1]([CH3:2])[O:3][C:4](=[O:5])[c:6]1[c:7]([OH:29])[c:8]2[c:9]([cH:10][n:11]1)[n:12](-[c:22]1[cH:23][cH:24][c:25]([F:28])[cH:26][cH:27]1)[c:13]([Br:21])[c:14]2-[c:15]1[cH:16][cH:17][cH:18][cH:19][cH:20]1.[CH3:34][CH2:35][O:36][C:37]([CH3:38])=[O:39].[CH:30]([O-:31])=[O:32].[NH4+:33]>>[CH2:1]([CH3:2])[O:3][C:4](=[O:5])[c:6]1[c:7]([OH:29])[c:8]2[c:9]([cH:10][n:11]1)[n:12](-[c:22]1[cH:23][cH:24][c:25]([F:28])[cH:26][cH:27]1)[cH:13][c:14]2-[c:15]1[cH:16][cH:17][cH:18][cH:19][cH:20]1. The reactants are NN1C(=CC=C1)C(C)=O (1-(1-amino-1H-pyrrol-2-yl)ethanone), C(=O)(OCC1=CC=CC=C1)NCC(=O)O (carbobenzyloxyglycine), C1CCC(CC1)N=C=NC2CCCCC2 (DCC). The solvent is C(Cl)Cl (DCM). Conditions: time 18 hour. Product: C1(=CC=CC=C1)COC(NCC(=O)NN1C(=CC=C1)C(C)=O)=O (Phenylmethyl-[2-[(2-acetyl-1H-pyrrol-1-yl)amino]-2-oxoethyl]carbamate). Yield: 70.8%. Reaction SMILES: [NH2:1][N:2]1[CH:6]=[CH:5][CH:4]=[C:3]1[C:7](=[O:9])[CH3:8].[C:10]([NH:20][CH2:21][C:22](O)=[O:23])([O:12][CH2:13][C:14]1[CH:19]=[CH:18][CH:17]=[CH:16][CH:15]=1)=[O:11].C1CCC(N=C=NC2CCCCC2)CC1>C(Cl)Cl>[C:14]1([CH2:13][O:12][C:10](=[O:11])[NH:20][CH2:21][C:22]([NH:1][N:2]2[CH:6]=[CH:5][CH:4]=[C:3]2[C:7](=[O:9])[CH3:8])=[O:23])[CH:15]=[CH:16][CH:17]=[CH:18][CH:19]=1. Reported procedure: To a stirred solution consisting of 1-(1-amino-1H-pyrrol-2-yl)ethanone (3.88 g) and carbobenzyloxyglycine (6.54 g) in dry DCM (115 ml) was added DCC (6.77 g) at 0° C. under nitrogen. The reaction mixture was allowed to stir at room temperature for 18 hours. The precipitated DCU was removed by filtration and washed with ethyl acetate. The combined filtrates were concentrated to give the crude product. Purification via flash column chromatography (silica gel, 10% EtOAc/hexane) afforded 6.98 g of t... As a reaction SMILES: [N:1]([C@@:4]12[C@H:21]3[C@@H:12]([C@:13]4([CH3:34])[C@H:18]([CH2:19][CH2:20]3)[CH2:17][C@@H:16]([O:22][C@@H:23]3[O:32][C@@H:31]([CH3:33])[C@H:29]([OH:30])[C@@H:27]([OH:28])[C@H:24]3[O:25][CH3:26])[CH2:15][CH2:14]4)[CH2:11][CH2:10][C@:8]1([CH3:9])[C@@H:7]([C:35]([O:37][CH3:38])=[O:36])[CH2:6][CH2:5]2)=[N+]=[N-].O.NN>>[NH2:1][C@@:4]12[C@H:21]3[C@@H:12]([C@:13]4([CH3:34])[C@H:18]([CH2:19][CH2:20]3)[CH2:17][C@@H:16]([O:22][C@@H:23]3[O:32][C@@H:31]([CH3:33])[C@H:29]([OH:30])[C@@H:27]([OH:28])[C@H:24]3[O:25][CH3:26])[CH2:15][CH2:14]4)[CH2:11][CH2:10][C@:8]1([CH3:9])[C@@H:7]([C:35]([O:37][CH3:38])=[O:36])[CH2:6][CH2:5]2 |f:1.2|. The product is N[C@]12CC[C@@H]([C@@]1(C)CC[C@@H]1[C@]3(CC[C@@H](C[C@H]3CC[C@@H]21)O[C@H]2[C@H](OC)[C@H](O)[C@@H](O)[C@@H](O2)C)C)C(=O)OC (14β-amino-3β-[(2'-O-methyl)-α-(L)-rhamnopyranosyloxy]-5β-androstane-17β-carboxylic acid, methyl ester). Reported procedure: 115 mg of the 14β-azido-3β-[(2'-O-methyl)-α-(L)-rhamnopyranosyloxy]-5β-androstane-17β-carboxylic acid, methyl ester obtained as indicated above are treated with hydrazine hydrate in the presence of a catalyst according to the method of Example 15, and 14β-amino-3β-[(2'-O-methyl)-α-(L)-rhamnopyranosyloxy]-5β-androstane-17β-carboxylic acid, methyl ester is obtained. The reactants are N(=[N+]=[N-])[C@]12CC[C@@H]([C@@]1(C)CC[C@@H]1[C@]3(CC[C@@H](C[C@H]3CC[C@@H]21)O[C@H]2[C@H](OC)[C@H](O)[C@@H](O)[C@@H](O2)C)C)C(=O)OC (14β-azido-3β-[(2'-O-methyl)-α-(L)-rhamnopyranosyloxy]-5β-androstane-17β-carboxylic acid, methyl ester), O.NN (hydrazine hydrate). Reactants: ClC(CC1=CC=C(C=C1)[N+](=O)[O-])C(CCCCC)=O (2-chloro-1-(4-nitrophenyl)octan-3-one), C(C)(=S)N (thioacetamide). Yields the product CC=1SC(=C(N1)CCCCC)CC1=CC=C(C=C1)[N+](=O)[O-] (2-methyl-5-(4-nitrobenzyl)-4-pentylthiazole). RXN SMILES: Cl[CH:2]([C:13](=O)[CH2:14][CH2:15][CH2:16][CH2:17][CH3:18])[CH2:3][C:4]1[CH:9]=[CH:8][C:7]([N+:10]([O-:12])=[O:11])=[CH:6][CH:5]=1.[C:20]([NH2:23])(=[S:22])[CH3:21]>>[CH3:21][C:20]1[S:22][C:2]([CH2:3][C:4]2[CH:9]=[CH:8][C:7]([N+:10]([O-:12])=[O:11])=[CH:6][CH:5]=2)=[C:13]([CH2:14][CH2:15][CH2:16][CH2:17][CH3:18])[N:23]=1. Procedure: An equimolar mixture (19.6 mmol) of 2-chloro-1-(4-nitrophenyl)octan-3-one and thioacetamide is heated at 60° C. for 24 hours. After cooling to room temperature, the reaction mixture is concentrated and taken up in isopropyl ether to give 1.7 g of 2-methyl-5-(4-nitrobenzyl)-4-pentylthiazole, which is a pale yellow solid melting at 57° C.